This data is from the Open Reaction Database (ORD), a public repository of structured organic reaction records. The task is: describe an organic reaction: reactants, conditions, products, and yield The reactants are O (water), CN(C)CC1CC2=CC=C(C=C2CC1)O (2-(N,N-Dimethylamino)methyl-6-hydroxytetralin), [H-].[Na+] (sodium hydride), BrC1=CC=C(CBr)C=C1 (4-bromobenzyl bromide). Run at time 1 hour. The solvent is CN(C)C=O (DMF), CN(C)C=O (DMF). Procedure: 2-(N,N-Dimethylamino)methyl-6-hydroxytetralin (5.0 g; obtained in Reference Example 16) was dissolved in DMF (130 ml), to which was added 60% oily sodium hydride (1.46 g) at 0° C. The reaction mixture was warmed to room temperature, and stirred for 1 hour. This was again cooled to 0° C., to which was added a DMF solution (20 ml) of 4-bromobenzyl bromide (10.0 g). The reaction mixture was stirred at room temperature for 2 hours, and water was added thereto, which was then extracted with ethyl ace... Product: BrC1=CC=C(COC=2C=C3CCC(CC3=CC2)CN(C)C)C=C1 (6-(4-Bromobenzyl)oxy-2-(N,N-dimethylamino)methyltetralin). As a reaction SMILES: [CH3:1][N:2]([CH2:4][CH:5]1[CH2:14][CH2:13][C:12]2[C:7](=[CH:8][CH:9]=[C:10]([OH:15])[CH:11]=2)[CH2:6]1)[CH3:3].[H-].[Na+].[Br:18][C:19]1[CH:26]=[CH:25][C:22]([CH2:23]Br)=[CH:21][CH:20]=1.O>CN(C=O)C>[Br:18][C:19]1[CH:26]=[CH:25][C:22]([CH2:23][O:15][C:10]2[CH:11]=[C:12]3[C:7](=[CH:8][CH:9]=2)[CH2:6][CH:5]([CH2:4][N:2]([CH3:1])[CH3:3])[CH2:14][CH2:13]3)=[CH:21][CH:20]=1 |f:1.2|. Isolated yield 37.3%. The product is N1(C=NC=C1)C1=CC=C(C(=O)C2=COC3=C2C(C(C(=C3Br)Br)=O)=O)C=C1 (3-(4-(1H-imidazol-1-yl)benzoyl)-6,7-dibromobenzofuran-4,5-dione). Solvent: CC(=O)O (AcOH). The yield is 74.1%. As a reaction SMILES: [N:1]1([C:6]2[CH:11]=[CH:10][C:9]([C:12]([C:14]3[C:18]4[CH:19]=[C:20]([OH:25])[C:21]([Br:24])=[C:22]([Br:23])[C:17]=4[O:16][CH:15]=3)=[O:13])=[CH:8][CH:7]=2)[CH:5]=[CH:4][N:3]=[CH:2]1.[N+]([O-])(O)=[O:27].O>CC(O)=O>[N:1]1([C:6]2[CH:11]=[CH:10][C:9]([C:12]([C:14]3[C:18]4[C:19](=[O:27])[C:20](=[O:25])[C:21]([Br:24])=[C:22]([Br:23])[C:17]=4[O:16][CH:15]=3)=[O:13])=[CH:8][CH:7]=2)[CH:5]=[CH:4][N:3]=[CH:2]1. Starting materials: N1(C=NC=C1)C1=CC=C(C=C1)C(=O)C1=COC2=C1C=C(C(=C2Br)Br)O ((4-(1H-imidazol-1-yl)phenyl)(6,7-dibromo-5-hydroxybenzofuran-3-yl)methanone), [N+](=O)(O)[O-] (nitric acid), O (water). Procedure details: To a solution of (4-(1H-imidazol-1-yl)phenyl)(6,7-dibromo-5-hydroxybenzofuran-3-yl)methanone (55 mg, 0.119 mmol) in AcOH (1 mL) was added nitric acid—69% (36.7 μl, 0.595 mmol) at room temperature. The mixture was heated to 60° C. for 1 hour then cooled to room temperature, poured onto iced water (3 mL) and the suspension filtered under vacuum to furnish 42 mg of a red/orange solid. 1H NMR (DMSO-d6) was consistent with two species—product and starting material. The material was re-subjected to th... Conditions: temperature 60 celsius. Product: C[Si](C)(C)OC1(C=O)CCCC1. Reactants: CC(C)C[Al+]CC(C)C, C[Si](C)(C)OC1(C#N)CCCC1, CCCCCC, Cc1ccccc1, CCOCC, [Cl-], [H-], [NH4+], O=S(=O)(O)O. Reaction SMILES: [CH2:14]([Al+:15][CH2:16][CH:17]([CH3:18])[CH3:19])[CH:20]([CH3:21])[CH3:22].[CH3:1][Si:2]([O:3][C:4]1([C:9]#[N:10])[CH2:5][CH2:6][CH2:7][CH2:8]1)([CH3:11])[CH3:12].[CH3:23][CH2:24][CH2:25][CH2:26][CH2:27][CH3:28].[CH3:36][c:37]1[cH:38][cH:39][cH:40][cH:41][cH:42]1.[CH3:43][CH2:44][O:45][CH2:46][CH3:47].[Cl-:29].[H-:13].[NH4+:30].[S:31]([OH:32])(=[O:33])(=[O:34])[OH:35]>>[CH3:1][Si:2]([O:3][C:4]1([CH:9]=[O:32])[CH2:5][CH2:6][CH2:7][CH2:8]1)([CH3:11])[CH3:12]. Starting materials: CS(=O)(=O)OCCCC=1C=C(OCC(=O)OCC)C=CC1 (ethyl (3-{3-[(methylsulfonyl)oxy]propyl}phenoxy)acetate), [I-].[Na+] (sodium iodide), CCOC(=O)C (EtOAc). Solvent: CC(=O)C (acetone). Reaction conditions: time 18 hour. Product: ICCCC=1C=C(OCC(=O)OCC)C=CC1 (ethyl [3-(3-iodopropyl)phenoxy]acetate). Yield: 83.2%. As a reaction SMILES: CS(O[CH2:6][CH2:7][CH2:8][C:9]1[CH:10]=[C:11]([CH:19]=[CH:20][CH:21]=1)[O:12][CH2:13][C:14]([O:16][CH2:17][CH3:18])=[O:15])(=O)=O.[I-:22].[Na+].CCOC(C)=O>CC(C)=O>[I:22][CH2:6][CH2:7][CH2:8][C:9]1[CH:10]=[C:11]([CH:19]=[CH:20][CH:21]=1)[O:12][CH2:13][C:14]([O:16][CH2:17][CH3:18])=[O:15] |f:1.2|. Procedure details: To a solution of ethyl (3-{3-[(methylsulfonyl)oxy]propyl}phenoxy)acetate (155 g) in acetone (1.55 L) was added sodium iodide (293.7 g) at ambient temperature and the mixture was stirred at the same temperature for 18 hours. EtOAc (1 L) was added to the mixture at ambient temperature and the resulting mixture was washed successively with water and brine. The organic layer was dried over anhydrous MgSO4, filtered and evaporated in vacuo to afford ethyl [3-(3-iodopropyl)phenoxy]acetate (142 g) as a... Reactants: CC1=NC=2N(C(=C1)NC1=CC=C(C=C1)S(F)(F)(F)(F)F)N=C(N2)S(=O)(=O)C (5-methyl-2-(methylsulfonyl)-N-[4-(pentafluoro-λ6-sulfanyl)phenyl][1,2,4]triazolo[1,5-a]pyrimidin-7-amine), [O-]CC.[Na+] (sodium ethoxide). The solvent is C(C)O (ethanol). Reaction conditions: temperature 120 celsius. The product is C(C)OC1=NN2C(N=C(C=C2NC2=CC=C(C=C2)S(F)(F)(F)(F)F)C)=N1 (2-(ethyloxy)-5-methyl-N-[4-(pentafluoro-λ6-sulfanyl)phenyl][1,2,4]triazolo[1,5-a]pyrimidin-7-amine). RXN SMILES: [CH3:1][C:2]1[CH:7]=[C:6]([NH:8][C:9]2[CH:14]=[CH:13][C:12]([S:15]([F:20])([F:19])([F:18])([F:17])[F:16])=[CH:11][CH:10]=2)[N:5]2[N:21]=[C:22](S(C)(=O)=O)[N:23]=[C:4]2[N:3]=1.[O-:28][CH2:29][CH3:30].[Na+]>C(O)C>[CH2:29]([O:28][C:22]1[N:23]=[C:4]2[N:3]=[C:2]([CH3:1])[CH:7]=[C:6]([NH:8][C:9]3[CH:14]=[CH:13][C:12]([S:15]([F:19])([F:18])([F:16])([F:17])[F:20])=[CH:11][CH:10]=3)[N:5]2[N:21]=1)[CH3:30] |f:1.2|. Reported procedure: Intermediate 10 (0.15 g, 0.349 mmol) was added to sodium ethoxide (ALDRICH, 0.071 g, 1.048 mmol) in ethanol (3 mL). The mixture was heated under microwave irradiation at 120° C. for 30 minutes. Solvent was removed under vacuum and the crude mixture was purified by flash chromatography (Si, eluting with DCM: MeOH mixtures from 100:0 to 90:10%). The title compound was obtained as a white solid.